describe an organic reaction: reactants, conditions, products, and yield From a dataset of the Open Reaction Database (ORD), a public repository of structured organic reaction records. The reactants are CC1=NOC(=C1COC1=CC=C(C=C1)S(=O)(=O)N(CC(C)C)C1=C(C=C(C(=O)OCC)C=C1)C)C (ethyl 4-(4-((3,5-dimethylisoxazol-4-yl)methoxy)-N-isobutylphenylsulfonamido)-3-methylbenzoate), [H-].[H-].[H-].[H-].[Li+].[Al+3] (LiAlH4), C(C)OCC (diethyl ether). Run in C1CCOC1 (THF), CO (MeOH), ClCCl (dichloromethane). Conditions: temperature 0 celsius, time 30 minute. The product is CC1=NOC(=C1COC1=CC=C(C=C1)S(=O)(=O)N(CC(C)C)C1=C(C=C(C=C1)CO)C)C (4-((3,5-dimethylisoxazol-4-yl)methoxy)-N-(4-(hydroxymethyl)-2-methylphenyl)-N-isobutylbenzenesulfonamide), colorless oil. Reaction SMILES: [CH3:1][C:2]1[C:6]([CH2:7][O:8][C:9]2[CH:14]=[CH:13][C:12]([S:15]([N:18]([C:23]3[CH:33]=[CH:32][C:26]([C:27](OCC)=[O:28])=[CH:25][C:24]=3[CH3:34])[CH2:19][CH:20]([CH3:22])[CH3:21])(=[O:17])=[O:16])=[CH:11][CH:10]=2)=[C:5]([CH3:35])[O:4][N:3]=1.[H-].[H-].[H-].[H-].[Li+].[Al+3].C(OCC)C>C1COCC1.ClCCl.CO>[CH3:1][C:2]1[C:6]([CH2:7][O:8][C:9]2[CH:14]=[CH:13][C:12]([S:15]([N:18]([C:23]3[CH:33]=[CH:32][C:26]([CH2:27][OH:28])=[CH:25][C:24]=3[CH3:34])[CH2:19][CH:20]([CH3:22])[CH3:21])(=[O:17])=[O:16])=[CH:11][CH:10]=2)=[C:5]([CH3:35])[O:4][N:3]=1 |f:1.2.3.4.5.6|. Procedure: To a solution of ethyl 4-(4-((3,5-dimethylisoxazol-4-yl)methoxy)-N-isobutylphenylsulfonamido)-3-methylbenzoate (40 mg, 0.080 mmol) in THF (5 mL) stirred under nitrogen at 0° C. was added a solution of LiAlH4 1M in diethyl ether (0.160 mL, 0.160 mmol) dropwise. The reaction mixture was stirred at 0° C. for 30 minutes. The reaction was then allowed to warm up to room temperature and stirred for 2 hours. The reaction mixture was diluted with dichloromethane (10 mL). The organic phase was washed wit... Starting materials: [BH4-], CCOC(=O)CN1CCN(c2ccc(C#N)cc2)C1=O, Cl, [Li+], C1CCOC1. Yields the product N#Cc1ccc(N2CCN(CCO)C2=O)cc1. RXN SMILES: [BH4-:1].[C:3](#[N:4])[c:5]1[cH:6][cH:7][c:8]([N:11]2[C:12](=[O:22])[N:13]([CH2:16][C:17](=[O:18])[O:19][CH2:20][CH3:21])[CH2:14][CH2:15]2)[cH:9][cH:10]1.[ClH:23].[Li+:2].[O:24]1[CH2:25][CH2:26][CH2:27][CH2:28]1>>[C:3](#[N:4])[c:5]1[cH:6][cH:7][c:8]([N:11]2[C:12](=[O:22])[N:13]([CH2:16][CH2:17][OH:18])[CH2:14][CH2:15]2)[cH:9][cH:10]1. Reactants: CC(CCC1=CC=CC=C1)N (1-methyl-3-phenylpropylamine), C(#N)C1=C(OCC2CO2)C=CC=C1 (1-(2-cyanophenoxy)-2,3-epoxypropane). Run in C(C)O (ethanol), of99. The product is C(#N)C1=C(OCC(CNC(CCC2=CC=CC=C2)C)O)C=CC=C1 (1-(2-cyanophenoxy)-3-(1-methyl-3-phenylpropylamino)-2-propanol). Yield: 613.3%. Reaction SMILES: [CH3:1][CH:2]([NH2:11])[CH2:3][CH2:4][C:5]1[CH:10]=[CH:9][CH:8]=[CH:7][CH:6]=1.[C:12]([C:14]1[CH:24]=[CH:23][CH:22]=[CH:21][C:15]=1[O:16][CH2:17][CH:18]1[O:20][CH2:19]1)#[N:13]>C(O)C>[C:12]([C:14]1[CH:24]=[CH:23][CH:22]=[CH:21][C:15]=1[O:16][CH2:17][CH:18]([OH:20])[CH2:19][NH:11][CH:2]([CH3:1])[CH2:3][CH2:4][C:5]1[CH:10]=[CH:9][CH:8]=[CH:7][CH:6]=1)#[N:13]. Procedure details: In this example, 1.5 g of 1-methyl-3-phenylpropylamine and 1.8 g of 1-(2-cyanophenoxy)-2,3-epoxypropane are refluxed for 1.5 hours in 50 ml of99.5% ethanol. After completion of the reaction, the reaction solution is concentrated under reduced pressure. The residue is then charged on a column packed with silica gel and the elution is carried out with methanol. The main fraction of the eluate is concentrated under reduced pressure. Then, the residue is recrystallized from 200 ml of n-hexane to obt...